The task is: describe an organic reaction: reactants, conditions, products, and yield. This data is from the Open Reaction Database (ORD), a public repository of structured organic reaction records. Reactants: NC=1C(=CC(=C(C(=O)N[C@@H]2[C@@H](CN(CC2)C(CC(C(=O)N(C)C)(C2=CC=CC=C2)C2=CC=CC=C2)C)OC)C1)OC)Cl (cis-4-[(5-amino-4-chloro-2-methoxybenzoyI)amino]-3-methoxy-N,N,γ-trimethyl-α,α-diphenyl-1piperidinebutanamide), ClCCl (dichloromethane), C(CCC)(=O)Cl (butanoyl chloride). The solvent is C(C)N(CC)CC (N,N-diethylethanamine). Reaction conditions: time 15 minute. Yields the product ClC1=CC(=C(C(=O)N[C@@H]2[C@@H](CN(CC2)C(CC(C(=O)N(C)C)(C2=CC=CC=C2)C2=CC=CC=C2)C)OC)C=C1NC(CCC)=O)OC (cis-4-[[4-chloro-2-methoxy-5-[(1-oxobutyl)amino]benzoyl]amino]-3-methoxy-N,N,γ-trimethyl-α,α-diphenyl-1-piperidinebutanamide). The yield is 46.5%. Reaction SMILES: [NH2:1][C:2]1[C:3]([Cl:42])=[CH:4][C:5]([O:40][CH3:41])=[C:6]([CH:39]=1)[C:7]([NH:9][C@H:10]1[CH2:15][CH2:14][N:13]([CH:16]([CH3:36])[CH2:17][C:18]([C:30]2[CH:35]=[CH:34][CH:33]=[CH:32][CH:31]=2)([C:24]2[CH:29]=[CH:28][CH:27]=[CH:26][CH:25]=2)[C:19]([N:21]([CH3:23])[CH3:22])=[O:20])[CH2:12][C@H:11]1[O:37][CH3:38])=[O:8].ClCCl.[C:46](Cl)(=[O:50])[CH2:47][CH2:48][CH3:49]>C(N(CC)CC)C>[Cl:42][C:3]1[C:2]([NH:1][C:46](=[O:50])[CH2:47][CH2:48][CH3:49])=[CH:39][C:6]([C:7]([NH:9][C@H:10]2[CH2:15][CH2:14][N:13]([CH:16]([CH3:36])[CH2:17][C:18]([C:24]3[CH:25]=[CH:26][CH:27]=[CH:28][CH:29]=3)([C:30]3[CH:35]=[CH:34][CH:33]=[CH:32][CH:31]=3)[C:19]([N:21]([CH3:22])[CH3:23])=[O:20])[CH2:12][C@H:11]2[O:37][CH3:38])=[O:8])=[C:5]([O:40][CH3:41])[CH:4]=1. Procedure: To a stirred solution of 6.52 parts of cis-4-[(5-amino-4-chloro-2-methoxybenzoyI)amino]-3-methoxy-N,N,γ-trimethyl-α,α-diphenyl-1piperidinebutanamide in 195 parts of dichloromethane were added 2.6 parts of butanoyl chloride. After stirring for 15 minutes, 2.94 parts of N,N-diethylethanamine were added. The whole was stirred overnight at room temperature. The reaction mixture was washed successively with a sodium carbonate solution and water, dried, filtered and evaporated. The residue was purifie...